From a dataset of the Open Reaction Database (ORD), a public repository of structured organic reaction records. describe an organic reaction: reactants, conditions, products, and yield Reactants: CC(C)(C1=CC=CC=C1)NC1=NC(=C(C(=N1)Cl)C1=CC=C(C=C1)F)C1=CC=NC=C1 (2-((1-methyl-1-phenylethyl)amino)-4-chloro-5-(4-fluorophenyl)-6-(4-pyridyl)pyrimidine), O.NN (hydrazine hydrate). The solvent is C(C)(C)O (isopropylalcohol). Conditions: temperature 70 celsius. The product is CC(C)(C1=CC=CC=C1)NC1=NC(=C(C(=N1)NN)C1=CC=C(C=C1)F)C1=CC=NC=C1 (2-((1-methyl-1-phenylethyl)amino)-4-hydrazino-5-(4-fluorophenyl)-6-(4-pyridyl)pyrimidine). Reaction SMILES: [CH3:1][C:2]([NH:10][C:11]1[N:16]=[C:15](Cl)[C:14]([C:18]2[CH:23]=[CH:22][C:21]([F:24])=[CH:20][CH:19]=2)=[C:13]([C:25]2[CH:30]=[CH:29][N:28]=[CH:27][CH:26]=2)[N:12]=1)([C:4]1[CH:9]=[CH:8][CH:7]=[CH:6][CH:5]=1)[CH3:3].O.[NH2:32][NH2:33]>C(O)(C)C>[CH3:1][C:2]([NH:10][C:11]1[N:16]=[C:15]([NH:32][NH2:33])[C:14]([C:18]2[CH:23]=[CH:22][C:21]([F:24])=[CH:20][CH:19]=2)=[C:13]([C:25]2[CH:30]=[CH:29][N:28]=[CH:27][CH:26]=2)[N:12]=1)([C:4]1[CH:9]=[CH:8][CH:7]=[CH:6][CH:5]=1)[CH3:3] |f:1.2|. Reported procedure: 2-((1-methyl-1-phenylethyl)amino)-4-chloro-5-(4-fluorophenyl)-6-(4-pyridyl)pyrimidine (218 mg, 0.52 mmol) was combined with a solution of hydrazine hydrate (130 mg 2.60 mmol) and isopropylalcohol (ca. 10 mL). The mixture was heated at 70° C. for 4 h. The reaction was cooled to RT, the solvent was evaporated in vacuo and the residue was purified by flash chromatography (2% MeOH:CHCl3) to provide the product as an off-white solid; MS m/z (M+H)+ 415; C24H23FN6 requir. 414.5. Reactants: ClC(C(C)(O)C)(Cl)Cl (1,1,1-trichloro-2-methyl-2-propanol), ClC(C(=O)OC)(C)C (methyl 2-chloro-2-methylpropanoate). Product: C(C(=C)C)(=O)OC(C(Cl)(Cl)Cl)(C)C ((1,1,1-trichloro-2-methyl-2-propyl) methacrylate), ClC(C(=O)OC(C(Cl)(Cl)Cl)(C)C)(C)C ((1,1,1-trichloro-2-methyl-2-propyl) 2-chloro-2-methylpropanoate). Reaction SMILES: [Cl:1][C:2]([Cl:8])([Cl:7])[C:3]([CH3:6])([OH:5])[CH3:4].[Cl:9][C:10]([CH3:16])([CH3:15])[C:11](OC)=[O:12]>>[C:11]([O:5][C:3]([CH3:6])([CH3:4])[C:2]([Cl:8])([Cl:7])[Cl:1])(=[O:12])[C:10]([CH3:16])=[CH2:15].[Cl:9][C:10]([CH3:16])([CH3:15])[C:11]([O:5][C:3]([CH3:6])([CH3:4])[C:2]([Cl:8])([Cl:7])[Cl:1])=[O:12]. Reported procedure: An analysis of the crude reaction solution by gas chromatography revealed that the conversion of 1,1,1-trichloro-2-methyl-2-propanol was 67.7% and the yield of methyl 2-chloro-2-methylpropanoate was 36.5%. As to other products, it was obtained (1,1,1-trichloro-2-methyl-2-propyl) methacrylate in a 10.5% yield, and (1,1,1-trichloro-2-methyl-2-propyl) 2-chloro-2-methylpropanoate in a 13.5% yield. The crude reaction solution obtained was distilled under a reduced pressure, thereby obtaining methyl 2...